Dataset: the Open Reaction Database (ORD), a public repository of structured organic reaction records. Task: describe an organic reaction: reactants, conditions, products, and yield The reactants are [BH4-], Brc1ccccc1C1=NCCC1, CC(=O)O, CO, [Na+]. The product is Brc1ccccc1C1CCCN1. RXN SMILES: [BH4-:17].[Br:1][c:2]1[c:3]([C:8]2=[N:12][CH2:11][CH2:10][CH2:9]2)[cH:4][cH:5][cH:6][cH:7]1.[CH3:13][C:14](=[O:15])[OH:16].[CH3:19][OH:20].[Na+:18]>>[Br:1][c:2]1[c:3]([CH:8]2[CH2:9][CH2:10][CH2:11][NH:12]2)[cH:4][cH:5][cH:6][cH:7]1. Starting materials: C(C)(C)(C)[C@@H]1NC(O[C@H]2[C@H](CCCCCC=3C(=NC=4C=CC=CC4C3OS(=O)(=O)C(F)(F)F)O[C@@H]3C[C@H](N(C1=O)C3)C(=O)OC)C2)=O (methyl (1aR,5S,8S,10R,22aR)-5-tert-butyl-17-{[(trifluoromethyl)sulfonyl]oxy}-3,6-dioxo-1,1a,3,4,5,6,9,10,18,19,20,21,22,22a-tetradecahydro-8H-7,10-methanocyclopropa[18,19][1,10,3,6]dioxadiazacyclononadecino[11,12-b]quinoline-8-carboxylate), N1=CC=C(C=C1)B(O)O (pyridine-4-boronic acid), [O-]P(=O)([O-])[O-].[K+].[K+].[K+] (potassium phosphate tribasic). The reagents and catalysts are C=1C=CC(=CC1)[P](C=2C=CC=CC2)(C=3C=CC=CC3)[Pd]([P](C=4C=CC=CC4)(C=5C=CC=CC5)C=6C=CC=CC6)([P](C=7C=CC=CC7)(C=8C=CC=CC8)C=9C=CC=CC9)[P](C=1C=CC=CC1)(C=1C=CC=CC1)C=1C=CC=CC1 (tetrakis). Solvent: O1CCOCC1 (dioxane). Conditions: temperature 80 celsius, time 16 hour. Product: C(C)(C)(C)[C@@H]1NC(O[C@H]2[C@H](CCCCCC=3C(=NC=4C=CC=CC4C3C3=CC=NC=C3)O[C@@H]3C[C@H](N(C1=O)C3)C(=O)OC)C2)=O (methyl (1aR,5S,8S,10R,22aR)-5-tert-butyl-17-(pyridin-4-yl)-3,6-dioxo-1,1a,3,4,5,6,9,10,18,19,20,21,22,22a-tetradecahydro-8H-7,10-methanocyclopropa[18,19][1,10,3,6]dioxadiazacyclononadecino[11,12-b]quinoline-8-carboxylate). As a reaction SMILES: [C:1]([C@H:5]1[C:39](=[O:40])[N:38]2[CH2:41][C@@H:35]([CH2:36][C@H:37]2[C:42]([O:44][CH3:45])=[O:43])[O:34][C:17]2=[N:18][C:19]3[CH:20]=[CH:21][CH:22]=[CH:23][C:24]=3[C:25](OS(C(F)(F)F)(=O)=O)=[C:16]2[CH2:15][CH2:14][CH2:13][CH2:12][CH2:11][C@@H:10]2[CH2:46][C@H:9]2[O:8][C:7](=[O:47])[NH:6]1)([CH3:4])([CH3:3])[CH3:2].[N:48]1[CH:53]=[CH:52][C:51](B(O)O)=[CH:50][CH:49]=1.[O-]P([O-])([O-])=O.[K+].[K+].[K+]>O1CCOCC1.C1C=CC([P]([Pd]([P](C2C=CC=CC=2)(C2C=CC=CC=2)C2C=CC=CC=2)([P](C2C=CC=CC=2)(C2C=CC=CC=2)C2C=CC=CC=2)[P](C2C=CC=CC=2)(C2C=CC=CC=2)C2C=CC=CC=2)(C2C=CC=CC=2)C2C=CC=CC=2)=CC=1>[C:1]([C@H:5]1[C:39](=[O:40])[N:38]2[CH2:41][C@@H:35]([CH2:36][C@H:37]2[C:42]([O:44][CH3:45])=[O:43])[O:34][C:17]2=[N:18][C:19]3[CH:20]=[CH:21][CH:22]=[CH:23][C:24]=3[C:25]([C:51]3[CH:52]=[CH:53][N:48]=[CH:49][CH:50]=3)=[C:16]2[CH2:15][CH2:14][CH2:13][CH2:12][CH2:11][C@@H:10]2[CH2:46][C@H:9]2[O:8][C:7](=[O:47])[NH:6]1)([CH3:4])([CH3:2])[CH3:3] |f:2.3.4.5,^1:74,76,95,114|. Procedure details: To a solution of the product from step 1 (50 mg, 0.073 mmol) in dioxane (5 ml) was added pyridine-4-boronic acid, (35.9 mg, 0.292 mmol), potassium phosphate tribasic (38.7 mg, 0.182 mmol) and tetrakis (16.85 mg, 0.015 mmol). After purging with N2 for 5 min, the reaction was stirred at 80° C. for 16 hours. After cooling to room temperature, water was added and the reaction was extracted with ethyl acetate, washed with brine, dried (Na2SO4) and concentrated. Purification by PTLC (40% EtOAc/hexane)...